From a dataset of the Open Reaction Database (ORD), a public repository of structured organic reaction records. describe an organic reaction: reactants, conditions, products, and yield As a reaction SMILES: [C:60]([OH:61])(=[O:62])[CH3:63].[Cl:1][c:2]1[c:3]([CH2:4][NH:5][C:6]2=[N:10][C:9](=[O:11])[C:8](=[CH:12][c:13]3[n:14][c:15]4[c:16]([O:25][CH:26]([CH3:27])[CH3:28])[c:17]([C:23]#[N:24])[cH:18][n:19][c:20]4[cH:21][cH:22]3)[S:7]2)[cH:29][cH:30][c:31]([F:33])[cH:32]1.[O:34]=[C:35]1[C:36](=[CH:37][c:38]2[n:39][c:40]3[c:41]([cH:42][cH:43]2)[n:44][cH:45][c:46]([C:47]#[N:48])[cH:49]3)[S:50][C:51]([NH:52][CH2:53][c:54]2[s:55][cH:56][cH:57][cH:58]2)=[N:59]1.[OH2:64]>>[Cl:1][c:2]1[c:3]([CH2:4][NH:5][C:6]2=[N:10][C:9](=[O:11])[C:8](=[CH:12][c:13]3[n:14][c:15]4[cH:16][c:17]([C:23]#[N:24])[cH:18][n:19][c:20]4[cH:21][cH:22]3)[S:7]2)[cH:29][cH:30][c:31]([F:33])[cH:32]1. Yields the product N#Cc1cnc2ccc(C=C3SC(NCc4ccc(F)cc4Cl)=NC3=O)nc2c1. Reactants: CC(=O)O, CC(C)Oc1c(C#N)cnc2ccc(C=C3SC(NCc4ccc(F)cc4Cl)=NC3=O)nc12, N#Cc1cnc2ccc(C=C3SC(NCc4cccs4)=NC3=O)nc2c1, O.